This data is from the Open Reaction Database (ORD), a public repository of structured organic reaction records. The task is: describe an organic reaction: reactants, conditions, products, and yield Starting materials: C=1C=CN2C1CN(C1=C(C2)C=CC=C1)C(=O)C1=CC=C(C=C1)C1=C(CCCC1)C ((10,11-Dihydro-5H-pyrrolo[2,1-c][1,4]benzodiazepin-10-yl)-[4-(2-methyl-cyclohex-1-en-1-yl)-phenyl]-methanone), C(C)(C)N(C(C)C)CC (N,N-diisopropylethylamine), ClC(C(=O)Cl)(Cl)Cl (trichloroacetyl chloride). Run in ClCCl (dichloromethane). Conditions: time 4 hour. The product is ClC(C(=O)C1=CC=C2CN(C3=C(CN21)C=CC=C3)C(C3=CC=C(C=C3)C3=C(CCCC3)C)=O)(Cl)Cl (2,2,2-Trichloro-1-{10-[4-(2-methyl-cyclohex-1-en-1-yl)-benzoyl]-10,11-dihydro-5H-pyrrolo[2,1-c][1,4]benzodiazepin-3-yl}-ethanone). Yield: 103.7%. RXN SMILES: [CH:1]1[CH:2]=[CH:3][N:4]2[CH2:10][C:9]3[CH:11]=[CH:12][CH:13]=[CH:14][C:8]=3[N:7]([C:15]([C:17]3[CH:22]=[CH:21][C:20]([C:23]4[CH2:28][CH2:27][CH2:26][CH2:25][C:24]=4[CH3:29])=[CH:19][CH:18]=3)=[O:16])[CH2:6][C:5]=12.C(N(CC)C(C)C)(C)C.[Cl:39][C:40]([Cl:45])([Cl:44])[C:41](Cl)=[O:42]>ClCCl>[Cl:39][C:40]([Cl:45])([Cl:44])[C:41]([C:3]1[N:4]2[C:5]([CH2:6][N:7]([C:15](=[O:16])[C:17]3[CH:18]=[CH:19][C:20]([C:23]4[CH2:28][CH2:27][CH2:26][CH2:25][C:24]=4[CH3:29])=[CH:21][CH:22]=3)[C:8]3[CH:14]=[CH:13][CH:12]=[CH:11][C:9]=3[CH2:10]2)=[CH:1][CH:2]=1)=[O:42]. Procedure: (10,11-Dihydro-5H-pyrrolo[2,1-c][1,4]benzodiazepin-10-yl)-[4-(2-methyl-cyclohex-1-en-1-yl)-phenyl]-methanone of Step D (1 g, 2.21 mmol) and N,N-diisopropylethylamine (0.770 mL, 4.42 mmol) were combined in anhydrous dichloromethane (11.1 mL) and trichloroacetyl chloride (0.740 mL, 6.63 mmol) was added dropwise. After stirring at room temperature for four hours, the solvent was removed and the residue dissolved in ethyl acetate and washed with water and brine. The organic phase was dried over anhy... Reactants: CC(=O)N1CCC(N(C(=O)Nc2ncc(SC#N)s2)C2CCCCC2)CC1, ClCCN1CCCC1, OC(CS)C(O)CS. Product: CC(=O)N1CCC(N(C(=O)Nc2ncc(SCCN3CCCC3)s2)C2CCCCC2)CC1. RXN SMILES: [C:1]([CH3:2])(=[O:3])[N:4]1[CH2:5][CH2:6][CH:7]([N:10]([C:11](=[O:12])[NH:13][c:14]2[s:15][c:16]([S:19][C:20]#[N:21])[cH:17][n:18]2)[CH:22]2[CH2:23][CH2:24][CH2:25][CH2:26][CH2:27]2)[CH2:8][CH2:9]1.[Cl:36][CH2:37][CH2:38][N:39]1[CH2:40][CH2:41][CH2:42][CH2:43]1.[SH:28][CH2:29][CH:30]([CH:31]([CH2:32][SH:33])[OH:34])[OH:35]>>[C:1]([CH3:2])(=[O:3])[N:4]1[CH2:5][CH2:6][CH:7]([N:10]([C:11](=[O:12])[NH:13][c:14]2[s:15][c:16]([S:19][CH2:37][CH2:38][N:39]3[CH2:40][CH2:41][CH2:42][CH2:43]3)[cH:17][n:18]2)[CH:22]2[CH2:23][CH2:24][CH2:25][CH2:26][CH2:27]2)[CH2:8][CH2:9]1. The reactants are C1(CCCO1)=O (g-butyrolactone), C(CCC)N (n-butylamine). Reaction conditions: temperature 85 celsius. The product is C(CCC)NC(CCCO)=O (N-butyl-4-hydroxybutyramide). Reaction SMILES: [C:1]1(=[O:6])[O:5][CH2:4][CH2:3][CH2:2]1.[CH2:7]([NH2:11])[CH2:8][CH2:9][CH3:10]>>[CH2:7]([NH:11][C:1](=[O:6])[CH2:2][CH2:3][CH2:4][OH:5])[CH2:8][CH2:9][CH3:10]. Procedure: To 30 mL (390 mmol) of g-butyrolactone was added 45 ml (455 mmol) of n-butylamine. The solution was heated at 85° C. for 1.5 hr, then the excess n-butylamine was removed in vacuo. The product crystallized on standing to give about 62 g of a colorless, low melting solid. Reactants: [OH-].[Na+] (NaOH), COC(CC1=C(N(C2=NC=CC=C21)S(=O)(=O)C2=CC(=C(C=C2)Cl)Cl)C)=O ([1-(3,4-dichloro-benzenesulfonyl)-2-methyl-1H-pyrrolo[2,3-b]pyridin-3-yl]-acetic acid methyl ester). Reported procedure: 1M Aqueous NaOH (1.5 mL) is added to a solution of [1-(3,4-dichloro-benzenesulfonyl)-2-methyl-1H-pyrrolo[2,3-b]pyridin-3-yl]-acetic acid methyl ester (218 mg, 0.53 mmol) in 1:1 THF/MeOH (6 mL). After 18 hours, the reaction is evaporated and the residue dissolved in water. The aqueous solution is acidified to pH 1, and the resulting precipitate is collected by filtration to afford [1-(3,4-dichloro-benzenesulfonyl)-2-methyl-1H-pyrrolo[2,3-b]pyridin-3-yl]-acetic acid; MH+=399. Run in C1CCOC1.CO (THF MeOH). As a reaction SMILES: [OH-].[Na+].C[O:4][C:5](=[O:28])[CH2:6][C:7]1[C:15]2[C:10](=[N:11][CH:12]=[CH:13][CH:14]=2)[N:9]([S:16]([C:19]2[CH:24]=[CH:23][C:22]([Cl:25])=[C:21]([Cl:26])[CH:20]=2)(=[O:18])=[O:17])[C:8]=1[CH3:27]>C1COCC1.CO>[Cl:26][C:21]1[CH:20]=[C:19]([S:16]([N:9]2[C:10]3=[N:11][CH:12]=[CH:13][CH:14]=[C:15]3[C:7]([CH2:6][C:5]([OH:28])=[O:4])=[C:8]2[CH3:27])(=[O:17])=[O:18])[CH:24]=[CH:23][C:22]=1[Cl:25] |f:0.1,3.4|. Run at time 18 hour. Product: ClC=1C=C(C=CC1Cl)S(=O)(=O)N1C(=C(C=2C1=NC=CC2)CC(=O)O)C ([1-(3,4-dichloro-benzenesulfonyl)-2-methyl-1H-pyrrolo[2,3-b]pyridin-3-yl]-acetic acid). Reactants: CC(=O)NCc1ccc(C(=O)NC(C)=O)cc1[N+](=O)[O-], CCO, C1CCOC1, O. The product is CC(=O)NCc1ccc(C(=O)NC(C)=O)cc1N. RXN SMILES: [C:1]([CH3:2])(=[O:3])[NH:4][CH2:5][c:6]1[c:7]([N+:18]([O-:19])=[O:20])[cH:8][c:9]([C:12]([NH:13][C:14]([CH3:15])=[O:16])=[O:17])[cH:10][cH:11]1.[CH3:21][CH2:22][OH:23].[O:25]1[CH2:26][CH2:27][CH2:28][CH2:29]1.[OH2:24]>>[C:1]([CH3:2])(=[O:3])[NH:4][CH2:5][c:6]1[c:7]([NH2:18])[cH:8][c:9]([C:12]([NH:13][C:14]([CH3:15])=[O:16])=[O:17])[cH:10][cH:11]1. The reactants are ClC1=C(C=CC=C1)C=CCC(C(=O)OCC)(C(=O)OCC)CC#CC(C)=O (Diethyl 2-(3-(2-chlorophenyl)allyl)-2-(4-oxopent-2-yn-1-yl)malonate). Reagents/catalysts: [Au] (gold). The solvent is ClC1=C(C=CC=C1)Cl (1,2-dichlorobenzene). Run at temperature 180 celsius, time 30 minute. The product is C(C)(=O)C1=C2C(=CC3=C(C=CC=C13)Cl)CC(C2)(C(=O)OCC)C(=O)OCC (Diethyl 4-acetyl-8-chloro-1H-cyclopenta[b]naphthalene-2,2(3H)-dicarboxylate). As a reaction SMILES: [Cl:1][C:2]1[CH:7]=[CH:6][CH:5]=[CH:4][C:3]=1[CH:8]=[CH:9][CH2:10][C:11]([CH2:22][C:23]#[C:24][C:25](=[O:27])[CH3:26])([C:17]([O:19][CH2:20][CH3:21])=[O:18])[C:12]([O:14][CH2:15][CH3:16])=[O:13]>[Au].ClC1C=CC=CC=1Cl>[C:25]([C:24]1[C:4]2[C:3](=[C:2]([Cl:1])[CH:7]=[CH:6][CH:5]=2)[CH:8]=[C:9]2[CH2:10][C:11]([C:17]([O:19][CH2:20][CH3:21])=[O:18])([C:12]([O:14][CH2:15][CH3:16])=[O:13])[CH2:22][C:23]=12)(=[O:27])[CH3:26]. Procedure: A microwave irradiation vial (10-20 mL) was equipped with a sir bar (1.5 cm) and was charged with compound 5m (0.3 g, 0.77 mmol) and 1,2-dichlorobenzene (12.8 mL). The reaction was irradiated with stirring at 180° C. for 30 min, turning gold in color. The reaction was directly added to a silica gel column, which was eluted with n-hexane to separate the 1,2-dichlorobenzene and then AcOEt/n-hexane 2:8 to collect the pure product. The title compound was isolated as a yellow oil in quant. yield (0.2...